From a dataset of the Open Reaction Database (ORD), a public repository of structured organic reaction records. describe an organic reaction: reactants, conditions, products, and yield Starting materials: NC1=CC2=C(CCN(CC2)C[C@H](C(F)(F)F)O)C=C1 ((R)-3-(7-Amino-1,2,4,5-tetrahydro-benzo[d]azepin-3-yl)-1,1,1-trifluoro-propan-2-ol), C([O-])([O-])=O (carbonate), ClC1=NC=C(C(=N1)NC1=C(C(=O)NC)C=CC=C1)Cl (2-(2,5-Dichloro-pyrimidin-4-ylamino)-N-methyl-benzamide), Cl (Hydrogen chloride). Run in O1CCOCC1 (1,4-Dioxane), C(Cl)Cl (DCM), C(Cl)Cl.CO (DCM MeOH), C(C)OCC (ethyl ether), COCCO (2-Methoxyethanol). Run at temperature 120 celsius, time 2 hour. Product: ClC=1C(=NC(=NC1)NC1=CC2=C(CCN(CC2)C[C@H](C(F)(F)F)O)C=C1)NC1=C(C(=O)NC)C=CC=C1 (2-{5-Chloro-2-[3-((R)-3,3,3-trifluoro-2-hydroxy-propyl)-2,3,4,5-tetrahydro-1H-benzo[d]azepin-7-ylamino]-pyrimidin-4-ylamino}-N-methyl-benzamide). Yield: 49.8%. As a reaction SMILES: [NH2:1][C:2]1[CH:19]=[CH:18][C:5]2[CH2:6][CH2:7][N:8]([CH2:11][C@@H:12]([OH:17])[C:13]([F:16])([F:15])[F:14])[CH2:9][CH2:10][C:4]=2[CH:3]=1.Cl[C:21]1[N:26]=[C:25]([NH:27][C:28]2[CH:37]=[CH:36][CH:35]=[CH:34][C:29]=2[C:30]([NH:32][CH3:33])=[O:31])[C:24]([Cl:38])=[CH:23][N:22]=1.Cl.C(=O)([O-])[O-]>O1CCOCC1.COCCO.C(OCC)C.C(Cl)Cl.C(Cl)Cl.CO>[Cl:38][C:24]1[C:25]([NH:27][C:28]2[CH:37]=[CH:36][CH:35]=[CH:34][C:29]=2[C:30]([NH:32][CH3:33])=[O:31])=[N:26][C:21]([NH:1][C:2]2[CH:19]=[CH:18][C:5]3[CH2:6][CH2:7][N:8]([CH2:11][C@@H:12]([OH:17])[C:13]([F:16])([F:14])[F:15])[CH2:9][CH2:10][C:4]=3[CH:3]=2)=[N:22][CH:23]=1 |f:8.9|. Procedure details: (R)-3-(7-Amino-1,2,4,5-tetrahydro-benzo[d]azepin-3-yl)-1,1,1-trifluoro-propan-2-ol (82 mg, 0.30 mmol), 2-(2,5-Dichloro-pyrimidin-4-ylamino)-N-methyl-benzamide (81 mg, 0.27 mmol), and 4.00 M of Hydrogen chloride in 1,4-Dioxane (0.20 mL) were combined in 2-Methoxyethanol (2.5 mL) and heated at 120° C. After two hours, the mixture was cooled to room temperature, then diluted with 10 mL ethyl ether. A mixture of solids and gum formed, which was intractable, so the mixture was further diluted with 10...